This data is from the Open Reaction Database (ORD), a public repository of structured organic reaction records. The task is: describe an organic reaction: reactants, conditions, products, and yield The reactants are C(C)(=O)[O-].[NH4+] (ammonium acetate), C(C)(C)(C)OC(=O)CC(C)ON=C(C#N)C#N (2-(tert-butoxycarbonylprop-2-oxyimino)malononitrile). Run in CO (methanol). Conditions: time 2 hour. The product is C(C)(=O)[O-].C(C)(C)(C)OC(=O)CC(C)ON=C(C(=[NH2+])N)C#N (2-(tert-butoxycarbonylprop-2-oxyimino)-2-cyanoacetamidinium acetate). Isolated yield 59.6%. RXN SMILES: [C:1]([O-:4])(=[O:3])[CH3:2].[NH4+:5].[C:6]([O:10][C:11]([CH2:13][CH:14]([O:16][N:17]=[C:18]([C:21]#[N:22])[C:19]#[N:20])[CH3:15])=[O:12])([CH3:9])([CH3:8])[CH3:7]>CO>[C:1]([O-:4])(=[O:3])[CH3:2].[C:6]([O:10][C:11]([CH2:13][CH:14]([O:16][N:17]=[C:18]([C:19]#[N:20])[C:21]([NH2:5])=[NH2+:22])[CH3:15])=[O:12])([CH3:7])([CH3:8])[CH3:9] |f:0.1,4.5|. Procedure details: To ammonium acetate (18.5 g) dissolved in methanol (100 ml) was added 2-(tert-butoxycarbonylprop-2-oxyimino)malononitrile (19 g). After stirred for 2 hours, the mixture was standed overnight at room temperature. The reaction mixture was concentrated, and water (500 ml) was added therein. The obtained mixture was extracted with ethylacetate (500 ml). After the extract was dehydrated, filtered, and concentrated, ethylether was added therein, and stirred for 30 minutes. The precipitates were filter...